describe an organic reaction: reactants, conditions, products, and yield From a dataset of the Open Reaction Database (ORD), a public repository of structured organic reaction records. Reactants: N1N=CN=C1 (1,2,4-triazole), ClC=1N=C(C2=C(N1)SC(=C2C)C)NCC2=CC(=C(C=C2)OC)OC (2-chloro-5,6-dimethyl-4-(3,4-dimethoxybenzylamino)-thieno-[2,3-d]-pyrimidine). The product is N1(N=CN=C1)C=1N=C(C2=C(N1)SC(=C2C)C)NCC2=CC(=C(C=C2)OC)OC (2-(1,2,4-triazol-1-yl)-5,6-dimethyl-4-(3,4-dimethoxybenzylamino)-thieno-[2,3-d]-pyrimidine). As a reaction SMILES: [NH:1]1[CH:5]=[N:4][CH:3]=[N:2]1.Cl[C:7]1[N:8]=[C:9]([NH:18][CH2:19][C:20]2[CH:25]=[CH:24][C:23]([O:26][CH3:27])=[C:22]([O:28][CH3:29])[CH:21]=2)[C:10]2[C:15]([CH3:16])=[C:14]([CH3:17])[S:13][C:11]=2[N:12]=1>>[N:1]1([C:7]2[N:8]=[C:9]([NH:18][CH2:19][C:20]3[CH:25]=[CH:24][C:23]([O:26][CH3:27])=[C:22]([O:28][CH3:29])[CH:21]=3)[C:10]3[C:15]([CH3:16])=[C:14]([CH3:17])[S:13][C:11]=3[N:12]=2)[CH:5]=[N:4][CH:3]=[N:2]1. Procedure details: Following the procedure of Example 97, the reaction of 1,2,4-triazole with 2-chloro-5,6-dimethyl-4-(3,4-dimethoxybenzylamino)-thieno-[2,3-d]-pyrimidine gives 2-(1,2,4-triazol-1-yl)-5,6-dimethyl-4-(3,4-dimethoxybenzylamino)-thieno-[2,3-d]-pyrimidine. Reactants: NCCSC(c1ccccc1)(c1ccccc1)c1ccccc1, CN1CCOCC1, ClCCl, O=C(Oc1c(F)c(F)c(F)c(F)c1F)c1ccc(CO)cc1. RXN SMILES: [C:1]([c:2]1[cH:3][cH:4][cH:5][cH:6][cH:7]1)([c:8]1[cH:9][cH:10][cH:11][cH:12][cH:13]1)([c:14]1[cH:15][cH:16][cH:17][cH:18][cH:19]1)[S:20][CH2:21][CH2:22][NH2:23].[CH3:46][N:47]1[CH2:48][CH2:49][O:50][CH2:51][CH2:52]1.[Cl:53][CH2:54][Cl:55].[F:24][c:25]1[c:26]([O:31][C:32](=[O:27])[c:33]2[cH:34][cH:35][c:36]([CH2:39][OH:40])[cH:37][cH:38]2)[c:28]([F:29])[c:30]([F:41])[c:42]([F:43])[c:44]1[F:45]>>[C:1]([c:2]1[cH:3][cH:4][cH:5][cH:6][cH:7]1)([c:8]1[cH:9][cH:10][cH:11][cH:12][cH:13]1)([c:14]1[cH:15][cH:16][cH:17][cH:18][cH:19]1)[S:20][CH2:21][CH2:22][NH:23][C:32](=[O:31])[c:33]1[cH:34][cH:35][c:36]([CH2:39][OH:40])[cH:37][cH:38]1. Yields the product O=C(NCCSC(c1ccccc1)(c1ccccc1)c1ccccc1)c1ccc(CO)cc1.